From a dataset of the Open Reaction Database (ORD), a public repository of structured organic reaction records. describe an organic reaction: reactants, conditions, products, and yield RXN SMILES: C(NC(C)C)(C)C.C([Li])CCC.[C:13]1(=[O:18])[O:17][CH2:16][CH2:15][CH2:14]1.[CH2:19]([O:26][CH2:27][C:28](OCC)=[O:29])[C:20]1[CH:25]=[CH:24][CH:23]=[CH:22][CH:21]=1.Cl>O1CCCC1.C(OCC)(=O)C.CCCCCC>[CH2:19]([O:26][CH2:27][C:28]([CH:14]1[CH2:15][CH2:16][O:17][C:13]1=[O:18])=[O:29])[C:20]1[CH:25]=[CH:24][CH:23]=[CH:22][CH:21]=1. The reactants are resultant mixture, Cl (hydrochloric acid), C(CCC)[Li] (n-butyllithium), C(C)(C)NC(C)C (diisopropylamine), C1(CCCO1)=O (γ-butyrolactone), C(C1=CC=CC=C1)OCC(=O)OCC (ethyl benzyloxyacetate). Run in C(C)(=O)OCC (Ethyl acetate), CCCCCC (hexane), O1CCCC1 (tetrahydrofuran), O1CCCC1 (tetrahydrofuran), O1CCCC1 (tetrahydrofuran). Reaction conditions: time 15 minute. Reported procedure: A solution of 10.6 ml of diisopropylamine in 75 ml of tetrahydrofuran was chilled to -70° C., and 46 ml of a 1.6N hexane solution of n-butyllithium were added dropwise to the solution. After completion of the addition, the mixture was stirred for 15 minutes, and a solution of 54.8 g of γ-butyrolactone in 50 ml of tetrahydrofuran was added dropwise over 55 minutes, and the mixture was stirred for 50 minutes. Further, a solution of 14.75 g of ethyl benzyloxyacetate in 50 ml of tetrahydrofuran was ... The yield is 73.1%. Product: C(C1=CC=CC=C1)OCC(=O)C1C(=O)OCC1 (2-benzyloxyacetyl-γ-butyrolactone).